This data is from the Open Reaction Database (ORD), a public repository of structured organic reaction records. The task is: describe an organic reaction: reactants, conditions, products, and yield The reactants are C(CCC)NC1CC(NC(C1)(C)C)(C)C (4-butylamino-2,2,6,6-tetramethylpiperidine), O1C(COC2=CC=C(C=C2)C(C)(C)C2=CC=C(C=C2)OCC2CO2)C1 (2,2-bis[p-(2,3-epoxypropoxy)phenyl]propane). Solvent: CO (methanol). Run at time 5 hour. Reported procedure: To 150 ml of methanol were added 21.2 g of 4-butylamino-2,2,6,6-tetramethylpiperidine and 17.0 g of 2,2-bis[p-(2,3-epoxypropoxy)phenyl]propane; the mixture was then refluxed, with stirring, for 5 hours. After completion of the reaction, the solvent was removed from the reaction mixture by evaporation under reduced pressure, and the resulting residue was purified by column chromatography through silica gel eluted with a 5:1 by volume mixture of ethyl acetate and triethylamine. The desired compoun... Product: C(CCC)N(C1CC(NC(C1)(C)C)(C)C)CC(COC1=CC=C(C=C1)C(C)(C)C1=CC=C(C=C1)OCC(CN(CCCC)C1CC(NC(C1)(C)C)(C)C)O)O (2,2-Bis[4-{3-[N-butyl-N-(2,2,6,6-tetramethyl-4-piperidyl)amino]-2-hydroxypropoxy}phenyl]propane). Reaction SMILES: [CH2:1]([NH:5][CH:6]1[CH2:11][C:10]([CH3:13])([CH3:12])[NH:9][C:8]([CH3:15])([CH3:14])[CH2:7]1)[CH2:2][CH2:3][CH3:4].[O:16]1[CH2:40][CH:17]1[CH2:18][O:19][C:20]1[CH:25]=[CH:24][C:23]([C:26]([C:29]2[CH:34]=[CH:33][C:32]([O:35][CH2:36][CH:37]3[O:39][CH2:38]3)=[CH:31][CH:30]=2)([CH3:28])[CH3:27])=[CH:22][CH:21]=1>CO>[CH2:1]([N:5]([CH2:40][CH:17]([OH:16])[CH2:18][O:19][C:20]1[CH:21]=[CH:22][C:23]([C:26]([C:29]2[CH:30]=[CH:31][C:32]([O:35][CH2:36][CH:37]([OH:39])[CH2:38][N:5]([CH:6]3[CH2:7][C:8]([CH3:15])([CH3:14])[NH:9][C:10]([CH3:12])([CH3:13])[CH2:11]3)[CH2:1][CH2:2][CH2:3][CH3:4])=[CH:33][CH:34]=2)([CH3:27])[CH3:28])=[CH:24][CH:25]=1)[CH:6]1[CH2:7][C:8]([CH3:14])([CH3:15])[NH:9][C:10]([CH3:13])([CH3:12])[CH2:11]1)[CH2:2][CH2:3][CH3:4]. The reactants are C=CC(O)(C)CCC=C(C)C (linalool), P(Br)(Br)Br (phosphorus tribromide). Yields the product BrCC=C(CCC=C(C)C)C (1-bromo-3,7-dimethyl-2,6-octadiene). Reaction SMILES: [CH2:1]=[CH:2][C:3]([CH2:6][CH2:7][CH:8]=[C:9]([CH3:11])[CH3:10])([CH3:5])O.P(Br)(Br)[Br:13]>>[Br:13][CH2:1][CH:2]=[C:3]([CH3:5])[CH2:6][CH2:7][CH:8]=[C:9]([CH3:11])[CH3:10]. Procedure: Following the procedure of Example 9, linalool and phosphorus tribromide are reacted to form 1-bromo-3,7-dimethyl-2,6-octadiene. The reactants are FC(CNC(=O)C1(C2=CC=CC=C2C=2C=CC=CC12)CCCCN1CCN(CC1)C1=NC2=C(C=CC=C2C=C1)OC)(F)F (9-{4-[4-(8-methoxy-quinolin-2-yl)-piperazin-1-yl]-butyl}-9H-fluorene-9-carboxylic acid-(2,2,2-trifluoro-ethyl)-amide), B(Br)(Br)Br (boron tribromide). The solvent is ClCCl (dichloromethane). Yields the product FC(CNC(=O)C1(C2=CC=CC=C2C=2C=CC=CC12)CCCCN1CCN(CC1)C1=NC2=C(C=CC=C2C=C1)O)(F)F (9-{4-[4-(8-hydroxy-quinolin-2-yl)-piperazin-1-yl]-butyl}-9H-fluorene-9-carboxylic acid-(2,2,2-trifluoro-ethyl)-amide). RXN SMILES: [F:1][C:2]([F:43])([F:42])[CH2:3][NH:4][C:5]([C:7]1([CH2:20][CH2:21][CH2:22][CH2:23][N:24]2[CH2:29][CH2:28][N:27]([C:30]3[CH:39]=[CH:38][C:37]4[C:32](=[C:33]([O:40]C)[CH:34]=[CH:35][CH:36]=4)[N:31]=3)[CH2:26][CH2:25]2)[C:19]2[CH:18]=[CH:17][CH:16]=[CH:15][C:14]=2[C:13]2[C:8]1=[CH:9][CH:10]=[CH:11][CH:12]=2)=[O:6].B(Br)(Br)Br>ClCCl>[F:43][C:2]([F:1])([F:42])[CH2:3][NH:4][C:5]([C:7]1([CH2:20][CH2:21][CH2:22][CH2:23][N:24]2[CH2:25][CH2:26][N:27]([C:30]3[CH:39]=[CH:38][C:37]4[C:32](=[C:33]([OH:40])[CH:34]=[CH:35][CH:36]=4)[N:31]=3)[CH2:28][CH2:29]2)[C:8]2[CH:9]=[CH:10][CH:11]=[CH:12][C:13]=2[C:14]2[C:19]1=[CH:18][CH:17]=[CH:16][CH:15]=2)=[O:6]. Procedure: A solution of 0.2 g (0.34 mmol) of 9-{4-[4-(8-methoxy-quinolin-2-yl)-piperazin-1-yl]-butyl}-9H-fluorene-9-carboxylic acid-(2,2,2-trifluoro-ethyl)-amide and 0.16 ml (1.7 mmol) of boron tribromide in 20 ml of dichloromethane is stirred for 48 hours at ambient temperature. The reaction solution is extracted with water and dichloromethane, dried over sodium sulphate and the solvent is distilled off. The product is purified by column chromatography on silica gel (eluant: ethyl acetate/methanol=50:1). The reactants are C(C)OCCNCC(CO)O (3-(2-Ethoxyethyl)amino-1,2-propanediol), C(C1=CC=CC=C1)=O (benzaldehyde). The reagents and catalysts are C(C1=CC=CC=C1)(=O)O (benzoic acid). The solvent is C1(=CC=CC=C1)C (toluene). Run at time 1.5 hour. Product: C1(=CC=CC=C1)C1OC(CN1CCOCC)CO (2-Phenyl-3-(2-ethoxyethyl)-5-(hydroxymethyl)-oxazolidine). Yield: 73.9%. Reaction SMILES: [CH2:1]([O:3][CH2:4][CH2:5][NH:6][CH2:7][CH:8]([OH:11])[CH2:9][OH:10])[CH3:2].[CH:12](=O)[C:13]1[CH:18]=[CH:17][CH:16]=[CH:15][CH:14]=1>C(O)(=O)C1C=CC=CC=1.C1(C)C=CC=CC=1>[C:13]1([CH:12]2[N:6]([CH2:5][CH2:4][O:3][CH2:1][CH3:2])[CH2:7][CH:8]([CH2:9][OH:10])[O:11]2)[CH:18]=[CH:17][CH:16]=[CH:15][CH:14]=1. Reported procedure: A solution of 1 (22.6 g, 0.14 mol), toluene (120 ml), benzaldehyde (48 g, 0.45 mol) and benzoic acid (0.5 g) was heated at reflux with a Dean-Stark trap. After 1.5 hours, the theoretical amount of H2O was collected, the reaction mixture was cooled to room temperature and added to saturated Na2CO3. The aqueous layer was separated and washed with CHCl3 (3X). The combined extracts were dried, filtered, and concentrated to dryness. The residue was distilled at 145°-50° C. at 0.4 mm to yield 26 g (75... Procedure details: Prepared by a similar procedure as described for preparation 15, starting from N-hydroxyphthalimide and 2-bromomethyl-benzonitrile. 13C-NMR (CDCl3) δ 141.3, 132.9, 132.8, 129.5, 128.4, 117.5, 112.4, 75.3 Product: NOCC1=C(C#N)C=CC=C1 (2-Aminooxymethyl-benzonitrile). As a reaction SMILES: O[N:2]1[C:6](=[O:7])[C:5]2=[CH:8][CH:9]=[CH:10][CH:11]=[C:4]2[C:3]1=O.BrCC1C=CC=CC=1C#[N:18]>>[NH2:18][O:7][CH2:6][C:5]1[CH:8]=[CH:9][CH:10]=[CH:11][C:4]=1[C:3]#[N:2]. Reactants: ON1C(C=2C(C1=O)=CC=CC2)=O (N-hydroxyphthalimide), BrCC1=C(C#N)C=CC=C1 (2-bromomethyl-benzonitrile). Reactants: C[O-].[Na+] (sodium methylate), alcohol, ester, C1(=CC=CC=C1)C (toluene), ( II ). As a reaction SMILES: [CH3:1][O-:2].[Na+].[C:4]1([CH3:10])[CH:9]=[CH:8][CH:7]=[CH:6][CH:5]=1>>[C:4]1([CH3:10])[C:9]([CH2:1][OH:2])=[CH:8][CH:7]=[CH:6][CH:5]=1 |f:0.1|. Reported procedure: The preferred conditions are to dissolve 1 mole of alcohol (II) and 1.25 to 1.75 mole of ester (V) in which R4 is methyl in 25 to 35 parts by weight of toluene, referred to the quantity of (II) used. The solution is heated to 65°-75° C., 0.025 to 0.05 mole of sodium methylate is added, and the toluene-methanol azeotrope formed is distilled slowly for 1 to 2 hours. A further 0.0125 to 0.025 mole of sodium methylate is added and the solution is distilled for 30 minutes to 1 hour; this last operati... Yields the product C=1(C(=CC=CC1)CO)C (toluene-methanol). The reactants are [Cl-], O=C(Cl)C1(c2cccc(Cl)c2)CC1, NC1=c2ccsc2=NCN1c1ccc(N)cc1. Yields the product NC1=c2ccsc2=NCN1c1ccc(NC(=O)C2(c3cccc(Cl)c3)CC2)cc1. RXN SMILES: [Cl-:14].[Cl:1][c:2]1[cH:3][c:4]([C:8]2([C:11](=[O:12])[Cl:13])[CH2:9][CH2:10]2)[cH:5][cH:6][cH:7]1.[NH2:15][C:16]1=[c:17]2[c:18]([s:29][cH:30][cH:31]2)=[N:19][CH2:20][N:21]1[c:22]1[cH:23][cH:24][c:25]([NH2:28])[cH:26][cH:27]1>>[Cl:1][c:2]1[cH:3][c:4]([C:8]2([C:11](=[O:12])[NH:28][c:25]3[cH:24][cH:23][c:22]([N:21]4[C:16]([NH2:15])=[c:17]5[c:18]([s:29][cH:30][cH:31]5)=[N:19][CH2:20]4)[cH:27][cH:26]3)[CH2:9][CH2:10]2)[cH:5][cH:6][cH:7]1.